From a dataset of the Open Reaction Database (ORD), a public repository of structured organic reaction records. describe an organic reaction: reactants, conditions, products, and yield Starting materials: ClCCN1CCC(CC1)C(C1=CC=C(C=C1)F)=O (1-(2-chloroethyl)-4-(4-fluorobenzoyl)piperidine), N1=C(N=CC=C1)N1CCNCC1 (1-(2-pyrimidinyl) piperzine). Product: Cl.Cl.FC1=CC=C(C(=O)C2CCN(CC2)CCN2CCN(CC2)C2=NC=CC=N2)C=C1 (4-{2-[4-(4-Fluorobenzoyl)piperidino]ethyl}-1-(2-pyrimidinyl) piperazine dihydrochloride). RXN SMILES: [Cl:1][CH2:2][CH2:3][N:4]1[CH2:9][CH2:8][CH:7]([C:10](=[O:18])[C:11]2[CH:16]=[CH:15][C:14]([F:17])=[CH:13][CH:12]=2)[CH2:6][CH2:5]1.[N:19]1[CH:24]=[CH:23][CH:22]=[N:21][C:20]=1[N:25]1[CH2:30][CH2:29][NH:28][CH2:27][CH2:26]1>>[ClH:1].[ClH:1].[F:17][C:14]1[CH:15]=[CH:16][C:11]([C:10]([CH:7]2[CH2:8][CH2:9][N:4]([CH2:3][CH2:2][N:28]3[CH2:29][CH2:30][N:25]([C:20]4[N:19]=[CH:24][CH:23]=[CH:22][N:21]=4)[CH2:26][CH2:27]3)[CH2:5][CH2:6]2)=[O:18])=[CH:12][CH:13]=1 |f:2.3.4|. Procedure details: This compound was prepared from 1-(2-chloroethyl)-4-(4-fluorobenzoyl)piperidine and 1-(2-pyrimidinyl) piperzine according to the process described in Example 3, Stage B. The reactants are COC(=O)c1ccc(N)c(C)c1, Cc1ccccc1, CN(C)C=O, COc1ccc(Cl)cc1S(=O)(=O)N1CCOc2ccc(C(=O)Nc3ccc(C(=O)O)cc3C)cc21, O=S(Cl)Cl. The product is COC(=O)c1ccc(NC(=O)c2ccc3c(c2)N(S(=O)(=O)c2cc(Cl)ccc2OC)CCO3)c(C)c1. As a reaction SMILES: [CH3:40][O:41][C:42](=[O:43])[c:44]1[cH:45][cH:46][c:47]([NH2:48])[c:49]([CH3:50])[cH:51]1.[CH3:52][c:53]1[cH:54][cH:55][cH:56][cH:57][cH:58]1.[CH3:59][N:60]([CH3:61])[CH:62]=[O:63].[Cl:1][c:2]1[cH:3][cH:4][c:5]([O:34][CH3:35])[c:6]([S:8](=[O:9])(=[O:10])[N:11]2[CH2:12][CH2:13][O:14][c:15]3[c:16]2[cH:17][c:18]([C:21](=[O:22])[NH:23][c:24]2[c:25]([CH3:33])[cH:26][c:27]([C:28](=[O:29])[OH:30])[cH:31][cH:32]2)[cH:19][cH:20]3)[cH:7]1.[S:36]([Cl:37])([Cl:38])=[O:39]>>[Cl:1][c:2]1[cH:3][cH:4][c:5]([O:34][CH3:35])[c:6]([S:8](=[O:9])(=[O:10])[N:11]2[CH2:12][CH2:13][O:14][c:15]3[c:16]2[cH:17][c:18]([C:21](=[O:22])[NH:23][c:24]2[c:25]([CH3:33])[cH:26][c:27]([C:28]([O:29][CH3:40])=[O:30])[cH:31][cH:32]2)[cH:19][cH:20]3)[cH:7]1. The reactants are ClC1=NC2=CC=CC=C2C(=N1)N(C)C ((2-chloro-quinazolin-4-yl)-dimethyl-amine), Cl.C(C1=CC=CC=C1)OC(N[C@@H]1CC[C@H](CC1)CN)=O (trans-(4-aminomethyl-cyclohexyl)-carbamic acid benzyl ester hydrochloride), C(=O)(O)[O-].[Na+] (NaHCO3). Run in C(Cl)(Cl)Cl (CHCl3), CC(C)O (2-propanol), CO (MeOH). Product: C(C1=CC=CC=C1)OC(N[C@@H]1CC[C@H](CC1)CNC1=NC2=CC=CC=C2C(=N1)N(C)C)=O (trans-{4-[(4-dimethylamino-quinazolin-2-ylamino)-methyl]-cyclohexyl}-carbamic acid benzyl ester). Yield: 38.3%. As a reaction SMILES: Cl[C:2]1[N:11]=[C:10]([N:12]([CH3:14])[CH3:13])[C:9]2[C:4](=[CH:5][CH:6]=[CH:7][CH:8]=2)[N:3]=1.Cl.[CH2:16]([O:23][C:24](=[O:34])[NH:25][C@H:26]1[CH2:31][CH2:30][C@H:29]([CH2:32][NH2:33])[CH2:28][CH2:27]1)[C:17]1[CH:22]=[CH:21][CH:20]=[CH:19][CH:18]=1.C([O-])(O)=O.[Na+]>CC(O)C.C(Cl)(Cl)Cl.CO>[CH2:16]([O:23][C:24](=[O:34])[NH:25][C@H:26]1[CH2:31][CH2:30][C@H:29]([CH2:32][NH:33][C:2]2[N:11]=[C:10]([N:12]([CH3:14])[CH3:13])[C:9]3[C:4](=[CH:5][CH:6]=[CH:7][CH:8]=3)[N:3]=2)[CH2:28][CH2:27]1)[C:17]1[CH:18]=[CH:19][CH:20]=[CH:21][CH:22]=1 |f:1.2,3.4|. Procedure: A mixture of (2-chloro-quinazolin-4-yl)-dimethyl-amine (1.50 g, 7.22 mmol) and trans-(4-aminomethyl-cyclohexyl)-carbamic acid benzyl ester hydrochloride (2.59 g, 8.67 mmol) in 2-propanol (15 mL) was stirred at reflux for 8 days and dissolved in CHCl3 and MeOH. The mixture was poured into saturated aqueous NaHCO3, and the aqueous layer was extracted with CHCl3 (three times). The combined organic layer was dried over MgSO4, filtered, concentrated, and purified by flash chromatography (H-silica gel... Reported procedure: A solution of 1.5 g (9.8 mmol) of 5,8-dichloroimidazo[ 1,2-a]pyrazine in 25 ml of a 40% strength aqueous ethylamine solution is maintained with stirring for 12 hours. After concentration under reduced pressure and chromatography on a silica column (eluant=ether), 5-chloro-8-ethylaminoimidazo[1,2-a]pyrazine (m.p. 94° C.), is obtained. Run at time 12 hour. The product is C(C)NC=1C=2N(C(=CN1)Cl)C=CN2 (8-ethylamino-5-chloroimidazo[1,2-a]pyrazine). Reaction SMILES: [Cl:1][C:2]1[N:7]2[CH:8]=[CH:9][N:10]=[C:6]2[C:5](Cl)=[N:4][CH:3]=1.[CH2:12]([NH2:14])[CH3:13]>>[CH2:12]([NH:14][C:5]1[C:6]2[N:7]([CH:8]=[CH:9][N:10]=2)[C:2]([Cl:1])=[CH:3][N:4]=1)[CH3:13]. The reactants are ClC1=CN=C(C=2N1C=CN2)Cl (5,8-dichloroimidazo[ 1,2-a]pyrazine), C(C)N (ethylamine). The reactants are CC1(CCC1)N=C=NC=1C=NC=CC1 (N-1-methylcyclobutyl-N'-3-pyridylcarbodiimide), C(C)(C)(C)N=C=NC=1C=NC=CC1 (N-tert-butyl-N'-3-pyridylcarbodiimide). The product is C(#N)N=C(NC1(CCC1)C)NC=1C=NC=CC1 (N"-cyano-N-1-methylcyclobutyl-N'-3-pyridylguanidine). RXN SMILES: [CH3:1][C:2]1([N:6]=[C:7]=[N:8][C:9]2[CH:10]=[N:11][CH:12]=[CH:13][CH:14]=2)[CH2:5][CH2:4][CH2:3]1.C([N:19]=[C:20]=[N:21]C1C=NC=CC=1)(C)(C)C>>[C:20]([N:21]=[C:7]([NH:8][C:9]1[CH:10]=[N:11][CH:12]=[CH:13][CH:14]=1)[NH:6][C:2]1([CH3:1])[CH2:3][CH2:4][CH2:5]1)#[N:19]. Procedure: By following the procedure of Example 1, but substituting N-1-methylcyclobutyl-N'-3-pyridylcarbodiimide for the N-tert-butyl-N'-3-pyridylcarbodiimide, the desired compound was obtained with a melting point of 210.5°-211.5° C. Reactants: Cl.Cl.N1C=C(C2=CC=CC=C12)C1CCC(CC1)NC(C(=O)N)C1CCNCC1 (2-[4-(1H-Indol-3-yl)-cyclohexylamino]-2-piperidin-4-yl-acetamide dihydrochloride), FC=1C=C(/C=C/C(=O)O)C=C(C1F)F (trans-3,4,5-trifluorocinnamic acid). The product is N1C=C(C2=CC=CC=C12)C1CCC(CC1)NC(C(=O)N)C1CCN(CC1)C(\C=C\C1=CC(=C(C(=C1)F)F)F)=O (2-[4-(1H-Indol-3-yl)-cyclohexylamino]-2-[1-(trans-3,4,5-trifluorocinnamoyl)-piperidin-4-yl]-acetamide). As a reaction SMILES: Cl.Cl.[NH:3]1[C:11]2[C:6](=[CH:7][CH:8]=[CH:9][CH:10]=2)[C:5]([CH:12]2[CH2:17][CH2:16][CH:15]([NH:18][CH:19]([CH:23]3[CH2:28][CH2:27][NH:26][CH2:25][CH2:24]3)[C:20]([NH2:22])=[O:21])[CH2:14][CH2:13]2)=[CH:4]1.[F:29][C:30]1[CH:31]=[C:32]([CH:38]=[C:39]([F:42])[C:40]=1[F:41])/[CH:33]=[CH:34]/[C:35](O)=[O:36]>>[NH:3]1[C:11]2[C:6](=[CH:7][CH:8]=[CH:9][CH:10]=2)[C:5]([CH:12]2[CH2:17][CH2:16][CH:15]([NH:18][CH:19]([CH:23]3[CH2:24][CH2:25][N:26]([C:35](=[O:36])/[CH:34]=[CH:33]/[C:32]4[CH:31]=[C:30]([F:29])[C:40]([F:41])=[C:39]([F:42])[CH:38]=4)[CH2:27][CH2:28]3)[C:20]([NH2:22])=[O:21])[CH2:14][CH2:13]2)=[CH:4]1 |f:0.1.2|. Procedure details: The title compound was prepared from the product of Example 1, step J, and trans-3,4,5-trifluorocinnamic acid, by the method of Example 1, step K, giving a yellow solid that was a mixture of cyclohexyl diastereomers by LCMS. Mass spectrum (LCMS, ESI pos.) calcd. for C30H33F3N4O2: 539 (M+H). Found: 539 The reactants are O=C(c1ncc[nH]1)c1ncc[nH]1, Nc1nc(-c2ccco2)c2ncn(CC(=O)O)c2n1, NCc1ccccc1, CN(C)C=O, O. Product: Nc1nc(-c2ccco2)c2ncn(CC(=O)NCc3ccccc3)c2n1. As a reaction SMILES: [C:20]([c:21]1[nH:22][cH:23][cH:24][n:25]1)([c:26]1[nH:27][cH:28][cH:29][n:30]1)=[O:31].[NH2:1][c:2]1[n:3][c:4](-[c:15]2[o:16][cH:17][cH:18][cH:19]2)[c:5]2[n:6][cH:7][n:8]([CH2:11][C:12](=[O:13])[OH:14])[c:9]2[n:10]1.[NH2:32][CH2:33][c:34]1[cH:35][cH:36][cH:37][cH:38][cH:39]1.[O:40]=[CH:41][N:42]([CH3:43])[CH3:44].[OH2:45]>>[NH2:1][c:2]1[n:3][c:4](-[c:15]2[o:16][cH:17][cH:18][cH:19]2)[c:5]2[n:6][cH:7][n:8]([CH2:11][C:12](=[O:14])[NH:32][CH2:33][c:34]3[cH:35][cH:36][cH:37][cH:38][cH:39]3)[c:9]2[n:10]1. The reactants are N(=NC(=O)OCC)C(=O)OCC (diethyl azodicarboxylate), Cl.CN(C)CC1CC2=CC=C(C=C2CC1)NS(=O)(=O)C1=CC2=CC=CC=C2C=C1 (N-[2-(N,N-Dimethylamino)methyltetralin-6-yl]-2-naphthalenesulfonamide Hydrochloride), C(C)C1=CC=C(C=C1)C1=CC=C(C=C1)CO ((4′-ethylbiphenyl-4-yl)methanol), C1(=CC=CC=C1)P(C1=CC=CC=C1)C1=CC=CC=C1 (triphenylphosphine). Run at time 4 hour. Reaction SMILES: [ClH:1].[CH3:2][N:3]([CH2:5][CH:6]1[CH2:15][CH2:14][C:13]2[C:8](=[CH:9][CH:10]=[C:11](NS(C3C=CC4C(=CC=CC=4)C=3)(=O)=O)[CH:12]=2)[CH2:7]1)[CH3:4].[CH2:30]([C:32]1[CH:37]=[CH:36][C:35]([C:38]2[CH:43]=[CH:42][C:41]([CH2:44][OH:45])=[CH:40][CH:39]=2)=[CH:34][CH:33]=1)[CH3:31].C1(P(C2C=CC=CC=2)C2C=CC=CC=2)C=CC=CC=1.N(C(OCC)=O)=NC(OCC)=O>C1COCC1>[ClH:1].[CH3:4][N:3]([CH2:5][CH:6]1[CH2:15][CH2:14][C:13]2[C:8](=[CH:9][CH:10]=[C:11]([O:45][CH2:44][C:41]3[CH:40]=[CH:39][C:38]([C:35]4[CH:36]=[CH:37][C:32]([CH2:30][CH3:31])=[CH:33][CH:34]=4)=[CH:43][CH:42]=3)[CH:12]=2)[CH2:7]1)[CH3:2] |f:0.1,6.7|. The solvent is C1CCOC1 (THF). The product is Cl.CN(C)CC1CC2=CC=C(C=C2CC1)OCC1=CC=C(C=C1)C1=CC=C(C=C1)CC (2-(N,N-Dimethylamino)methyl-6-(4′-ethylbiphenyl-4-yl)methoxytetralin Hydrochloride). Procedure details: 2-(N,N-Dimethylamino)methyl-6-hydroxytetralin (300 mg; obtained in Reference Example 16), (4′-ethylbiphenyl-4-yl)methanol (372 mg) and triphenylphosphine (460 mg) were dissolved in THF (5 ml), to which was dropwise added diethyl azodicarboxylate (305 mg) with cooling with ice. The reaction mixture was stirred at room temperature for 4 hours, and then the solvent was evaporated out. Water was added to the residue, which was then extracted with ethyl acetate. The organic layer was washed with a sa... Starting materials: CNC1=C(C=C(OC2=CC(=NC=C2)C(=O)N)C=C1)[N+](=O)[O-] (4-[4-(methylamino)-3-nitrophenoxy]pyridine-2-carboxamide). The reagents and catalysts are [Pd] (Pd/C). Solvent: CO (methanol). Product: NC=1C=C(OC2=CC(=NC=C2)C(=O)N)C=CC1NC (4-(3-amino-4-(methylamino)phenoxy]pyridine-2-carboxamide). As a reaction SMILES: [CH3:1][NH:2][C:3]1[CH:18]=[CH:17][C:6]([O:7][C:8]2[CH:13]=[CH:12][N:11]=[C:10]([C:14]([NH2:16])=[O:15])[CH:9]=2)=[CH:5][C:4]=1[N+:19]([O-])=O>CO.[Pd]>[NH2:19][C:4]1[CH:5]=[C:6]([CH:17]=[CH:18][C:3]=1[NH:2][CH3:1])[O:7][C:8]1[CH:13]=[CH:12][N:11]=[C:10]([C:14]([NH2:16])=[O:15])[CH:9]=1. Procedure: The mixture containing 4-[4-(methylamino)-3-nitrophenoxy]pyridine-2-carboxamide in methanol with catalytic amount of 10% Pd/C was hydrogenated to yield 4-(3-amino-4-(methylamino)phenoxy]pyridine-2-carboxamide.